Dataset: the Open Reaction Database (ORD), a public repository of structured organic reaction records. Task: describe an organic reaction: reactants, conditions, products, and yield Starting materials: C1CNCCOC1.Cl (homomorpholine hydrochloride), C([O-])([O-])=O.[K+].[K+] (potassium carbonate), ClCC1=CC=C(C(=O)NC=2C3=C(N(N2)C(=O)OC(C)(C)C)SC(=C3)C(=O)NN(C3=CC=CC=C3)C)C=C1 (tert-butyl 3-(4-chloromethylbenzoylamino)-5-(N′-methyl-N′-phenylhydrazinocarbonyl)thieno[2,3-c]pyrazole-1-carboxylate), ClCC1=CC=C(C(=O)NC=2C3=C(N(N2)C(=O)OC(C)(C)C)SC(=C3)C(=O)NN(C)C3=CC=C(C=C3)Cl)C=C1 (tert-butyl 3-(4-chloromethylbenzoylamino)-5-(N′-(4-chlorophenyl)-N′-methylhydrazinocarbonyl)-thieno[2,3-c]pyrazole-1-carboxylate). The reagents and catalysts are [I-].C(CCC)[N+](CCCC)(CCCC)CCCC (tetrabutylammonium iodide). Run in CN(C=O)C (dimethylformamide). Reaction conditions: temperature 25 celsius, time 16 hour. The product is CN(NC(=O)C1=CC2=C(NN=C2NC(C2=CC=C(C=C2)CN2CCOCCC2)=O)S1)C1=CC=CC=C1 (N-[5-(N′-methyl-N′-phenylhydrazinocarbonyl)-1H-thieno[2,3-c]pyrazol-3-yl]-4-perhydro-1,4-oxazepin-4-ylmethylbenzamide). RXN SMILES: [CH2:1]1[CH2:7][O:6][CH2:5][CH2:4][NH:3][CH2:2]1.Cl.C(=O)([O-])[O-].[K+].[K+].Cl[CH2:16][C:17]1[CH:51]=[CH:50][C:20]([C:21]([NH:23][C:24]2[C:25]3[CH:38]=[C:37]([C:39]([NH:41][N:42]([CH3:49])[C:43]4[CH:48]=[CH:47][CH:46]=[CH:45][CH:44]=4)=[O:40])[S:36][C:26]=3[N:27](C(OC(C)(C)C)=O)[N:28]=2)=[O:22])=[CH:19][CH:18]=1.ClCC1C=CC(C(NC2C3C=C(C(NN(C4C=CC(Cl)=CC=4)C)=O)SC=3N(C(OC(C)(C)C)=O)N=2)=O)=CC=1>[I-].C([N+](CCCC)(CCCC)CCCC)CCC.CN(C)C=O>[CH3:49][N:42]([C:43]1[CH:48]=[CH:47][CH:46]=[CH:45][CH:44]=1)[NH:41][C:39]([C:37]1[S:36][C:26]2[NH:27][N:28]=[C:24]([NH:23][C:21](=[O:22])[C:20]3[CH:50]=[CH:51][C:17]([CH2:16][N:3]4[CH2:2][CH2:1][CH2:7][O:6][CH2:5][CH2:4]4)=[CH:18][CH:19]=3)[C:25]=2[CH:38]=1)=[O:40] |f:0.1,2.3.4,7.8|. Procedure: 27 mg (74 μmol) of tetrabutylammonium iodide, 153 mg (1.11 mmol) of homomorpholine hydrochloride and 153 mg (1.11 mmol) of potassium carbonate are successively added to a solution of 200 mg (0.37 mmol) of an approximately 70:30 mixture of tert-butyl 3-(4-chloromethylbenzoylamino)-5-(N′-methyl-N′-phenylhydrazinocarbonyl)thieno[2,3-c]pyrazole-1-carboxylate and tert-butyl 3-(4-chloromethylbenzoylamino)-5-(N′-(4-chlorophenyl)-N′-methylhydrazinocarbonyl)-thieno[2,3-c]pyrazole-1-carboxylate in 6 mL of... The product is CC(C)(C)c1cc(-n2nc3ccc(Cl)cc3n2)c(O)c(C(C)(C)C)c1. As a reaction SMILES: [CH3:27][c:28]1[cH:29][cH:30][cH:31][cH:32][cH:33]1.[CH3:34][CH2:35][CH2:36][CH2:37][N:38]([CH2:39][CH2:40][CH2:41][CH3:42])[CH2:43][CH2:44][CH2:45][CH3:46].[CH3:50][CH:51]([OH:52])[CH2:53][CH3:54].[H:47][H:48].[OH2:49].[OH:1][c:2]1[c:3](-[n:16]2[n:17][c:18]3[c:19]([n+:20]2[O-:21])[cH:22][cH:23][c:24]([Cl:26])[cH:25]3)[cH:4][c:5]([C:12]([CH3:13])([CH3:14])[CH3:15])[cH:6][c:7]1[C:8]([CH3:9])([CH3:10])[CH3:11]>>[OH:1][c:2]1[c:3](-[n:16]2[n:17][c:18]3[c:19]([n:20]2)[cH:22][cH:23][c:24]([Cl:26])[cH:25]3)[cH:4][c:5]([C:12]([CH3:13])([CH3:14])[CH3:15])[cH:6][c:7]1[C:8]([CH3:9])([CH3:10])[CH3:11]. Reactants: Cc1ccccc1, CCCCN(CCCC)CCCC, CCC(C)O, [H][H], O, CC(C)(C)c1cc(-n2nc3cc(Cl)ccc3[n+]2[O-])c(O)c(C(C)(C)C)c1. Starting materials: C1=C(C=CC=2C3=CC=CC=C3CC12)NC(C(C)C)=S (N-(9H-fluoren-2-yl)isobutyrthioamide), C(C1=CC=CC=C1)(=O)NN (benzoylhydrazine). Run in C(CCC)O (1-butanol). Reaction conditions: temperature 130 celsius. Yields the product C1=C(C=CC=2C3=CC=CC=C3CC12)N1C(=NN=C1C(C)C)C1=CC=CC=C1 (4-(9H-fluoren-2-yl)-5-isopropyl-3-phenyl-4H-1,2,4-triazole). Isolated yield 7.4%. Reaction SMILES: [CH:1]1[C:13]2[CH2:12][C:11]3[C:6](=[CH:7][CH:8]=[CH:9][CH:10]=3)[C:5]=2[CH:4]=[CH:3][C:2]=1[NH:14][C:15](=S)[CH:16]([CH3:18])[CH3:17].[C:20]([NH:28][NH2:29])(=O)[C:21]1[CH:26]=[CH:25][CH:24]=[CH:23][CH:22]=1>C(O)CCC>[CH:1]1[C:13]2[CH2:12][C:11]3[C:6](=[CH:7][CH:8]=[CH:9][CH:10]=3)[C:5]=2[CH:4]=[CH:3][C:2]=1[N:14]1[C:15]([CH:16]([CH3:18])[CH3:17])=[N:29][N:28]=[C:20]1[C:21]1[CH:26]=[CH:25][CH:24]=[CH:23][CH:22]=1. Reported procedure: In a 200 mL three-neck flask were put 13 g (50 mmol) of N-(9H-fluoren-2-yl)isobutyrthioamide, 8.2 g (60 mmol) of benzoylhydrazine, and 70 mL of 1-butanol, and the mixture was heated and refluxed at 130° C. for 10 hours. After that, the solid in the reaction mixture was removed by suction filtration. The resulting filtrate was concentrated to precipitate a solid. After that, 1-buthanol was distilled off to precipitate a solid. The precipitated solid was removed by suction filtration, and the filt... Starting materials: ClCCC1OC2=C(C(N(C1)C)=S)C=CC=N2 (2-(2-Chloroethyl)-2,3-dihydro-4-methylpyrido[3,2-f][1,4]oxazepine-5(4H)-thione), N1CCOCC1 (morpholine). Reaction SMILES: Cl[CH2:2][CH2:3][CH:4]1[CH2:10][N:9]([CH3:11])[C:8](=[S:12])[C:7]2[CH:13]=[CH:14][CH:15]=[N:16][C:6]=2[O:5]1.[NH:17]1[CH2:22][CH2:21][O:20][CH2:19][CH2:18]1>>[CH3:11][N:9]1[C:8](=[S:12])[C:7]2[CH:13]=[CH:14][CH:15]=[N:16][C:6]=2[O:5][CH:4]([CH2:3][CH2:2][N:17]2[CH2:22][CH2:21][O:20][CH2:19][CH2:18]2)[CH2:10]1. Conditions: time 6 hour. Procedure details: 2-(2-Chloroethyl)-2,3-dihydro-4-methylpyrido[3,2-f][1,4]oxazepine-5(4H)-thione, 4.5 g (0.018 mole) was dissolved in morpholine (30 ml). The solution was heated with stirring to 50°-60° C. for 6 hr. The morpholine was then removed by rotary evaporation (90° C., vacuum pump). The residue was taken up in chloroform (100 ml) and washed with dilute aqueous sodium hydroxide (2×30 ml). The organic layer was concentrated by rotary evaporation (60° C., water aspirator). The residue was recrystallized fro... The product is CN1CC(OC2=C(C1=S)C=CC=N2)CCN2CCOCC2 (2,3-Dihydro-4-methyl-2-[2-(4-morpholinyl)ethyl]pyrido[3,2-f][1,4]oxazepin-5(4H)-thione). As a reaction SMILES: [CH:1]1([N:4]([CH:18]2[CH2:23][CH2:22][NH:21][CH2:20][CH2:19]2)[S:5]([C:8]2[CH:13]=[CH:12][CH:11]=[C:10]([C:14]([F:17])([F:16])[F:15])[CH:9]=2)(=[O:7])=[O:6])[CH2:3][CH2:2]1.[F:24][C:25]1[CH:30]=[CH:29][C:28]([C:31](=[O:37])[CH2:32][CH2:33][C:34](O)=[O:35])=[CH:27][CH:26]=1>>[CH:1]1([N:4]([CH:18]2[CH2:23][CH2:22][N:21]([C:34](=[O:35])[CH2:33][CH2:32][C:31]([C:28]3[CH:27]=[CH:26][C:25]([F:24])=[CH:30][CH:29]=3)=[O:37])[CH2:20][CH2:19]2)[S:5]([C:8]2[CH:13]=[CH:12][CH:11]=[C:10]([C:14]([F:17])([F:15])[F:16])[CH:9]=2)(=[O:6])=[O:7])[CH2:3][CH2:2]1. Reactants: C1(CC1)N(S(=O)(=O)C1=CC(=CC=C1)C(F)(F)F)C1CCNCC1 (N-cyclopropyl-N-(piperidin-4-yl)-3-trifluoromethylbenzenesulfonamide), FC1=CC=C(C=C1)C(CCC(=O)O)=O (4-(4-fluorophenyl)-4-oxo-butanoic acid). The product is C1(CC1)N(S(=O)(=O)C1=CC(=CC=C1)C(F)(F)F)C1CCN(CC1)C(CCC(=O)C1=CC=C(C=C1)F)=O (N-Cyclopropyl-N-{1-[4-(4-fluorophenyl)-4-oxobutanoyl]-piperidin-4-yl}-3-trifluoromethylbenzenesulfonamide). Procedure details: N-Cyclopropyl-N-{1-[4-(4-fluorophenyl)-4-oxobutanoyl]-piperidin-4-yl}-3-trifluoromethylbenzenesulfonamide was prepared from N-cyclopropyl-N-(piperidin-4-yl)-3-trifluoromethylbenzenesulfonamide and 4-(4-fluorophenyl)-4-oxo-butanoic acid. LC: 100%. MS: m/z=527 (M+H+). 1H NMR (CDCl3): δ 8.14 (1H, s), 8.04 (3H, m), 7.87 (1H, d), 7.70 (1H, t), 7.12 (2H, t), 4.68 (1H, d), 4.09 (2H, m), 3.30 (2H, m), 3.09 (1H, t), 2.77 (2H, m), 2.53 (1H, t), 1.85 (5H, m), 0.92 (2H, m), 0.75 (2H, m); Starting materials: ClC=1C=C(C=C(C1)Cl)C(=O)N=C=S (3,5-Dichloro-1-benzenecarbonyl isothiocyanate), ClC=1C=C(C=C(C1)Cl)C(=O)Cl (3,5-dichloro-1-benzenecarbonyl chloride), COC=1C=C2C(=CC=NC2=CC1OC)OC1=C(C=C(N)C=C1)F (4-[(6,7-Dimethoxy-4-quinolyl)oxy]-3-fluoroaniline), C1(=CC=CC=C1)C (toluene). The solvent is C(C)O (ethanol), C(C)O (ethanol). Run at time 2 hour. Yields the product ClC=1C=C(C=C(C1)Cl)C(=O)N=C=S (3,5-Dichloro-1-benzenecarbonyl isothiocyanate), ClC=1C=C(C(=O)NC(=S)NC2=CC(=C(C=C2)OC2=CC=NC3=CC(=C(C=C23)OC)OC)F)C=C(C1)Cl (N-(3,5-Dichlorobenzoyl)-N′-{4-[(6,7-dimethoxy-4-quinolyl)oxy]-3-fluorophenyl}thiourea). The yield is 84.0%. As a reaction SMILES: ClC1C=C(C(Cl)=O)C=C(Cl)C=1.[Cl:12][C:13]1[CH:14]=[C:15]([C:20]([N:22]=[C:23]=[S:24])=[O:21])[CH:16]=[C:17]([Cl:19])[CH:18]=1.[CH3:25][O:26][C:27]1[CH:28]=[C:29]2[C:34](=[CH:35][C:36]=1[O:37][CH3:38])[N:33]=[CH:32][CH:31]=[C:30]2[O:39][C:40]1[CH:46]=[CH:45][C:43]([NH2:44])=[CH:42][C:41]=1[F:47].C1(C)C=CC=CC=1>C(O)C>[Cl:12][C:13]1[CH:14]=[C:15]([C:20]([N:22]=[C:23]=[S:24])=[O:21])[CH:16]=[C:17]([Cl:19])[CH:18]=1.[Cl:12][C:13]1[CH:14]=[C:15]([CH:16]=[C:17]([Cl:19])[CH:18]=1)[C:20]([NH:22][C:23]([NH:44][C:43]1[CH:45]=[CH:46][C:40]([O:39][C:30]2[C:29]3[C:34](=[CH:35][C:36]([O:37][CH3:38])=[C:27]([O:26][CH3:25])[CH:28]=3)[N:33]=[CH:32][CH:31]=2)=[C:41]([F:47])[CH:42]=1)=[S:24])=[O:21]. Procedure: 3,5-Dichloro-1-benzenecarbonyl isothiocyanate was prepared using commercially available 3,5-dichloro-1-benzenecarbonyl chloride (80 mg) as a starting compound according to the description of the literature. 3,5-Dichloro-1-benzenecarbonyl isothiocyanate was dissolved in ethanol (1 ml) to prepare a solution. 4-[(6,7-Dimethoxy-4-quinolyl)oxy]-3-fluoroaniline (50 mg), toluene (5 ml), and ethanol (1 ml) were added to the solution, and the mixture was stirred at room temperature for 2 hr. The reaction... Starting materials: ClCCOC=1C=C2CCCC(C2=CC1)=O (6-(β-chloroethoxy)-1-tetralone), CC=1NC=CN1 (2-methylimidazole). The product is CC=1N(C=CN1)CCOC=1C=C2CCCC(C2=CC1)=O (6-[2-(2-Methyl-imidazole-1-yl)-ethoxy]-3,4-dihydro-2H-naphthalen-1-one). Isolated yield 66.0%. RXN SMILES: Cl[CH2:2][CH2:3][O:4][C:5]1[CH:6]=[C:7]2[C:12](=[CH:13][CH:14]=1)[C:11](=[O:15])[CH2:10][CH2:9][CH2:8]2.[CH3:16][C:17]1[NH:18][CH:19]=[CH:20][N:21]=1>>[CH3:16][C:17]1[N:18]([CH2:2][CH2:3][O:4][C:5]2[CH:6]=[C:7]3[C:12](=[CH:13][CH:14]=2)[C:11](=[O:15])[CH2:10][CH2:9][CH2:8]3)[CH:19]=[CH:20][N:21]=1. Procedure: According to the method of Example 1, Step 2, 6-(β-chloroethoxy)-1-tetralone (0.208 g, 0.93 mmol) and 2-methylimidazole (0.137 g, 1.67 mmol) were reacted to provide the title compound (0.166 g, 66%) as a cream colored solid: CI-MS m/e 270 (M+), 271 (M+ +1); 1H-NMR (CDCl3): δ 7.94 (1H, d, J=8.0 Hz), 6.88 (2H, s), 6.72 (1H, dd, J=8.0 Hz, J=2.0 Hz), 6.60 (1H, d, J=2 Hz), 4.21 (4H, m), 2.85 (2H, t, J=6.0 Hz), 2.55 (2H, t, J=6.0 Hz), 2.41 (3H, s), 2.05 (2H, m). Product: NC1=C2C(NC=NC2=CC=C1)=O (5-amino-3H-quinazolin-4-one). Reaction SMILES: [NH2:1][C:2]1[CH:10]=[CH:9][CH:8]=[C:7]([NH2:11])[C:3]=1[C:4]([NH2:6])=[O:5].[CH3:12]OC(OC)OC.S(=O)(=O)(O)O.N>CN(C)C(=O)C.CO>[NH2:1][C:2]1[CH:10]=[CH:9][CH:8]=[C:7]2[C:3]=1[C:4](=[O:5])[NH:6][CH:12]=[N:11]2. Run in CO (methanol), CN(C(C)=O)C (N,N-dimethylacetamide), CO (methanol). Procedure details: 900 mg (5.958 mmol) 2,6-diaminobenzamide are dissolved in 3.6 ml N,N-dimethylacetamide and combined with 6.3 ml (57.01 mmol) trimethylorthoformate and 792 μl (8.865 mmol) 98% sulphuric acid. After 16 h at 25° C. the reaction mixture is taken up with 20 ml of methanol and the solvent is eliminated in vacuo. The residue is again taken up in 20 ml of methanol, neutralised with concentrated ammonia. The solvent is eliminated in vacuo and the residue purified by chromatography. The carrier used is si... The reactants are COC(OC)OC (trimethylorthoformate), N (ammonia), NC1=C(C(=O)N)C(=CC=C1)N (2,6-diaminobenzamide), S(O)(O)(=O)=O (sulphuric acid).